Dataset: the Open Reaction Database (ORD), a public repository of structured organic reaction records. Task: describe an organic reaction: reactants, conditions, products, and yield The reactants are C1(=CC=CC=C1)C1(CNCC1)C1=CC=CC=C1 (3,3-diphenylpyrrolidine), FC1=CC=C(C=C1)C1(C(N(CC1)CC(=O)O)=O)C1=CC=C(C=C1)F (2-(3,3-bis(4-fluorophenyl)-2-oxopyrrolidin-1-yl)acetic acid), Cl.C(C)N=C=NCCCN(C)C (N1-((ethylimino)methylene)-N3,N3-dimethylpropane-1,3-diamine hydrochloride). Reagents/catalysts: CN(C1=CC=NC=C1)C (N,N-dimethylpyridin-4-amine). The solvent is ClCCl (dichloromethane). Reaction conditions: time 8 hour. Yields the product C1(=CC=CC=C1)C1(CN(CC1)C(CN1C(C(CC1)(C1=CC=C(C=C1)F)C1=CC=C(C=C1)F)=O)=O)C1=CC=CC=C1 (1-[2-(3,3-diphenylpyrrolidin-1-yl)-2-oxoethyl]-3,3-bis(4-fluorophenyl)pyrrolidin-2-one). Reaction SMILES: [C:1]1([C:7]2([C:12]3[CH:17]=[CH:16][CH:15]=[CH:14][CH:13]=3)[CH2:11][CH2:10][NH:9][CH2:8]2)[CH:6]=[CH:5][CH:4]=[CH:3][CH:2]=1.[F:18][C:19]1[CH:24]=[CH:23][C:22]([C:25]2([C:35]3[CH:40]=[CH:39][C:38]([F:41])=[CH:37][CH:36]=3)[CH2:29][CH2:28][N:27]([CH2:30][C:31](O)=[O:32])[C:26]2=[O:34])=[CH:21][CH:20]=1.Cl.C(N=C=NCCCN(C)C)C>ClCCl.CN(C)C1C=CN=CC=1>[C:1]1([C:7]2([C:12]3[CH:17]=[CH:16][CH:15]=[CH:14][CH:13]=3)[CH2:11][CH2:10][N:9]([C:31](=[O:32])[CH2:30][N:27]3[CH2:28][CH2:29][C:25]([C:22]4[CH:23]=[CH:24][C:19]([F:18])=[CH:20][CH:21]=4)([C:35]4[CH:36]=[CH:37][C:38]([F:41])=[CH:39][CH:40]=4)[C:26]3=[O:34])[CH2:8]2)[CH:2]=[CH:3][CH:4]=[CH:5][CH:6]=1 |f:2.3|. Procedure details: To a solution of 3,3-diphenylpyrrolidine (Example 17A, 0.22 g, 1.00 mmol) in dichloromethane (25 mL) under nitrogen was added 2-(3,3-bis(4-fluorophenyl)-2-oxopyrrolidin-1-yl)acetic acid (Example 58D, 0.33 g, 1.00 mmol) followed by N1-((ethylimino)methylene)-N3,N3-dimethylpropane-1,3-diamine hydrochloride (0.39 g, 2.00 mmol) and N,N-dimethylpyridin-4-amine (0.012 g, 0.10 mmol). The reaction mixture was stirred overnight at room temperature. The reaction was concentrated and the residue was partit...